Dataset: the Open Reaction Database (ORD), a public repository of structured organic reaction records. Task: describe an organic reaction: reactants, conditions, products, and yield Starting materials: O=C([O-])[O-], COS(=O)(=O)OC, CC(C)=O, O=C1CCCc2[nH]c3ccc(F)cc3c21, [K+], [K+]. Product: Cn1c2c(c3cc(F)ccc31)C(=O)CCC2. RXN SMILES: [C:16](=[O:17])([O-:18])[O-:19].[CH3:22][O:23][S:24]([O:25][CH3:26])(=[O:27])=[O:28].[CH3:29][C:30](=[O:31])[CH3:32].[F:1][c:2]1[cH:3][c:4]2[c:5]3[c:10]([nH:11][c:12]2[cH:13][cH:14]1)[CH2:9][CH2:8][CH2:7][C:6]3=[O:15].[K+:20].[K+:21]>>[F:1][c:2]1[cH:3][c:4]2[c:5]3[c:10]([n:11]([CH3:16])[c:12]2[cH:13][cH:14]1)[CH2:9][CH2:8][CH2:7][C:6]3=[O:15]. The reactants are O1C(CCCC1)O[C@H]1C[C@@H](CC2=CC[C@H]3[C@@H]4CC[C@H]([C@@H](CCC(C(C)(C)OC(C)OCC)(F)F)CO)[C@]4(CC[C@@H]3[C@@]12C)C)OC1OCCCC1 ([1α,3β]-1,3-bis[(tetrahydro-2H-pyran-2-yl)oxy]-25-(1-ethoxyethoxy)-24,24-difluorocholest-5-en-21-ol), C1(=CC=C(C=C1)S(=O)(=O)Cl)C (p-toluenesulfonyl chloride). Conditions: temperature 0 celsius, time 18 hour. Procedure: A mixture of 2.37 g (0.0033 mol) of [1α,3β]-1,3-bis[(tetrahydro-2H-pyran-2-yl)oxy]-25-(1-ethoxyethoxy)-24,24-difluorocholest-5-en-21-ol, 7 mL of pyridine and 1.27 g (0.0067 mol) of p-toluenesulfonyl chloride was stirred at 0° C. for 18 hr. The mixture was quenched with ice chips. The mixture was then poured into water and extracted with methylene chloride. The organic phase was washed with 10% aqueous sulfuric acid and saturated aqueous sodium bicarbonate solution. The organic layer was dried ov... Run in N1=CC=CC=C1 (pyridine). As a reaction SMILES: [O:1]1[CH2:6][CH2:5][CH2:4][CH2:3][CH:2]1[O:7][C@@H:8]1[C@@:41]2([CH3:42])[C:12](=[CH:13][CH2:14][C@@H:15]3[C@@H:40]2[CH2:39][CH2:38][C@@:37]2([CH3:43])[C@H:16]3[CH2:17][CH2:18][C@@H:19]2[C@H:20]([CH2:35][OH:36])[CH2:21][CH2:22][C:23]([F:34])([F:33])[C:24]([O:27][CH:28]([O:30][CH2:31][CH3:32])[CH3:29])([CH3:26])[CH3:25])[CH2:11][C@@H:10]([O:44][CH:45]2[CH2:50][CH2:49][CH2:48][CH2:47][O:46]2)[CH2:9]1.[C:51]1([CH3:61])[CH:56]=[CH:55][C:54]([S:57](Cl)(=[O:59])=[O:58])=[CH:53][CH:52]=1>N1C=CC=CC=1>[CH3:61][C:51]1[CH:56]=[CH:55][C:54]([S:57]([O:36][CH2:35][C@@H:20]([C@@H:19]2[C@:37]3([CH3:43])[C@H:16]([C@H:15]4[C@H:40]([CH2:39][CH2:38]3)[C@:41]3([CH3:42])[C:12]([CH2:11][C@@H:10]([O:44][CH:45]5[CH2:50][CH2:49][CH2:48][CH2:47][O:46]5)[CH2:9][C@@H:8]3[O:7][CH:2]3[CH2:3][CH2:4][CH2:5][CH2:6][O:1]3)=[CH:13][CH2:14]4)[CH2:17][CH2:18]2)[CH2:21][CH2:22][C:23]([F:33])([F:34])[C:24]([O:27][CH:28]([O:30][CH2:31][CH3:32])[CH3:29])([CH3:26])[CH3:25])(=[O:59])=[O:58])=[CH:53][CH:52]=1. Yields the product CC1=CC=C(C=C1)S(=O)(=O)OC[C@H](CCC(C(C)(C)OC(C)OCC)(F)F)[C@H]1CC[C@H]2[C@@H]3CC=C4C[C@H](C[C@@H]([C@]4(C)[C@H]3CC[C@]12C)OC1OCCCC1)OC1OCCCC1 ([1α,3β]-1,3-bis[(tetrahydro-2H-pyran-2-yl)oxy]-25-(1-ethoxyethoxy)-24,24-difluorocholest-5-en-21-ol 21-(4-methylbenzenesulfonate)).